From a dataset of the Open Reaction Database (ORD), a public repository of structured organic reaction records. describe an organic reaction: reactants, conditions, products, and yield Reactants: C(C)(C)(C)C1=CC=C(C(=O)NS(=O)(=O)C2=CC=C(C=C2)CCBr)C=C1 (N-(4-t-butylbenzoyl)-4-(2-bromoethyl)benzenesulfonamide), N12C=CCCCC2=NCCC1 (1,8-diazabicyclo[5.4.0]undecen-7-ene), Cl (HCl). Run in O1CCCC1 (tetrahydrofuran). Yields the product C(C)(C)(C)C1=CC=C(C(=O)NS(=O)(=O)C2=CC=C(C=C2)C=C)C=C1 (N-(4-t-Butylbenzoyl)-4-vinylbenzenesulfonamide). RXN SMILES: [C:1]([C:5]1[CH:25]=[CH:24][C:8]([C:9]([NH:11][S:12]([C:15]2[CH:20]=[CH:19][C:18]([CH2:21][CH2:22]Br)=[CH:17][CH:16]=2)(=[O:14])=[O:13])=[O:10])=[CH:7][CH:6]=1)([CH3:4])([CH3:3])[CH3:2].N12CCCN=C1CCCC=C2.Cl>O1CCCC1>[C:1]([C:5]1[CH:25]=[CH:24][C:8]([C:9]([NH:11][S:12]([C:15]2[CH:16]=[CH:17][C:18]([CH:21]=[CH2:22])=[CH:19][CH:20]=2)(=[O:13])=[O:14])=[O:10])=[CH:7][CH:6]=1)([CH3:4])([CH3:2])[CH3:3]. Procedure details: A solution of 34.00 g (0.08 mol) of N-(4-t-butylbenzoyl)-4-(2-bromoethyl)benzenesulfonamide, 26.79 g (0.176 mol) of 1,8-diazabicyclo[5.4.0]undecen-7-ene (DBU) and 300 ml of tetrahydrofuran was stirred at room temperature for 22 hrs. The reaction mixture was poured into dilute HCl and extracted with methylene chloride twice. The combined extracts were washed twice with water, dried over magnesium sulfate and concentrated. The residue was recrystallized from toluene, collected, washed with toluene... Reactants: CCOC(=O)CCCN1CCc2cc(CC(C)NCCOc3ccccc3OCC)cc(C(N)=O)c21, CCO, [Na+], [OH-]. Product: CCOc1ccccc1OCCNC(C)Cc1cc2c(c(C(N)=O)c1)N(CCCC(=O)[O-])CC2, [Na+]. Reaction SMILES: [CH2:1]([CH3:2])[O:3][c:4]1[c:5]([O:6][CH2:7][CH2:8][NH:9][CH:10]([CH2:11][c:12]2[cH:13][c:14]3[c:18]([c:19]([C:21]([NH2:22])=[O:23])[cH:20]2)[N:17]([CH2:24][CH2:25][CH2:26][C:27](=[O:28])[O:29][CH2:30][CH3:31])[CH2:16][CH2:15]3)[CH3:32])[cH:33][cH:34][cH:35][cH:36]1.[CH3:39][CH2:40][OH:41].[Na+:38].[OH-:37]>>[CH2:1]([CH3:2])[O:3][c:4]1[c:5]([O:6][CH2:7][CH2:8][NH:9][CH:10]([CH2:11][c:12]2[cH:13][c:14]3[c:18]([c:19]([C:21]([NH2:22])=[O:23])[cH:20]2)[N:17]([CH2:24][CH2:25][CH2:26][C:27](=[O:28])[O-:29])[CH2:16][CH2:15]3)[CH3:32])[cH:33][cH:34][cH:35][cH:36]1.[Na+:38]. Reactants: ClC=1C(=C(C(=O)O)C(=C(C1F)F)[N+](=O)[O-])F (3-chloro-2,4,5-trifluoro-6-nitrobenzoic acid), [H][H] (hydrogen), O (water). Reagents/catalysts: [Ni] (Raney nickel). Solvent: C(C)O (ethanol). The product is NC1=C(C(=O)O)C(=C(C(=C1F)F)Cl)F (2-Amino-5-chloro-3,4,6-trifluorobenzoic acid). RXN SMILES: [Cl:1][C:2]1[C:3]([F:16])=[C:4]([C:8]([N+:13]([O-])=O)=[C:9]([F:12])[C:10]=1[F:11])[C:5]([OH:7])=[O:6].[H][H].O>[Ni].C(O)C>[NH2:13][C:8]1[C:9]([F:12])=[C:10]([F:11])[C:2]([Cl:1])=[C:3]([F:16])[C:4]=1[C:5]([OH:7])=[O:6]. Procedure: 63.9 g (0.25 mol) of 3-chloro-2,4,5-trifluoro-6-nitrobenzoic acid and 15 g of Raney nickel are suspended in 450 ml of ethanol. Hydrogenation is carried out at 10°-15° C. under a hydrogen pressure of 5-10 bar until the uptake of hydrogen has ended. The crude reaction mixture is poured onto 1 l of water. The carboxylic acid which has precipitated is dissolved by addition of 10% strength sodium hydroxide solution. When the catalyst has been filtered off with suction, a pH of 2-3 is established by a... Starting materials: Cn1cc(CNC(=O)Nc2ccc(B3OC(C)(C)C(C)(C)O3)cc2)cn1, CC1COCCN1c1cc(CO)nc(Cl)n1. Yields the product CC1COCCN1c1cc(CO)nc(-c2ccc(NC(=O)NCc3cnn(C)c3)cc2)n1. RXN SMILES: [CH3:17][n:18]1[n:19][cH:20][c:21]([CH2:23][NH:24][C:25]([NH:26][c:27]2[cH:28][cH:29][c:30]([B:33]3[O:34][C:35]([CH3:36])([CH3:37])[C:38]([CH3:39])([CH3:40])[O:41]3)[cH:31][cH:32]2)=[O:42])[cH:22]1.[Cl:1][c:2]1[n:3][c:4]([N:10]2[CH:11]([CH3:16])[CH2:12][O:13][CH2:14][CH2:15]2)[cH:5][c:6]([CH2:8][OH:9])[n:7]1>>[c:2]1(-[c:30]2[cH:29][cH:28][c:27]([NH:26][C:25]([NH:24][CH2:23][c:21]3[cH:20][n:19][n:18]([CH3:17])[cH:22]3)=[O:42])[cH:32][cH:31]2)[n:3][c:4]([N:10]2[CH:11]([CH3:16])[CH2:12][O:13][CH2:14][CH2:15]2)[cH:5][c:6]([CH2:8][OH:9])[n:7]1. The reactants are NCCc1ccc(OCCC23CC4CC(CC(C4)C2)C3)cc1, O=C([O-])O, CC(C)(C)[Si](C)(C)OC(CBr)c1ccc(OCc2ccccc2)c(NC=O)c1, CS(C)=O, [I-], [Na+], [Na+], O. The product is CC(C)(C)[Si](C)(C)OC(CNCCc1ccc(OCCC23CC4CC(CC(C4)C2)C3)cc1)c1ccc(OCc2ccccc2)c(NC=O)c1. As a reaction SMILES: [C:1]12([CH2:11][CH2:12][O:13][c:14]3[cH:15][cH:16][c:17]([CH2:20][CH2:21][NH2:22])[cH:18][cH:19]3)[CH2:2][CH:3]3[CH2:4][CH:5]([CH2:6][CH:7]([CH2:8]1)[CH2:9]3)[CH2:10]2.[C:53](=[O:54])([O-:55])[OH:56].[CH2:23]([c:24]1[cH:25][cH:26][cH:27][cH:28][cH:29]1)[O:30][c:31]1[c:32]([NH:48][CH:49]=[O:50])[cH:33][c:34]([CH:37]([CH2:38][Br:39])[O:40][Si:41]([CH3:42])([CH3:43])[C:44]([CH3:45])([CH3:46])[CH3:47])[cH:35][cH:36]1.[CH3:58][S:59](=[O:60])[CH3:61].[I-:52].[Na+:51].[Na+:57].[OH2:62]>>[C:1]12([CH2:11][CH2:12][O:13][c:14]3[cH:15][cH:16][c:17]([CH2:20][CH2:21][NH:22][CH2:38][CH:37]([c:34]4[cH:33][c:32]([NH:48][CH:49]=[O:50])[c:31]([O:30][CH2:23][c:24]5[cH:25][cH:26][cH:27][cH:28][cH:29]5)[cH:36][cH:35]4)[O:40][Si:41]([CH3:42])([CH3:43])[C:44]([CH3:45])([CH3:46])[CH3:47])[cH:18][cH:19]3)[CH2:2][CH:3]3[CH2:4][CH:5]([CH2:6][CH:7]([CH2:8]1)[CH2:9]3)[CH2:10]2. The reactants are CC(=O)Oc1ccc(I)cc1, CC(=O)[O-], CS(C)=O, [Cu], FC(F)(I)C(F)(F)C(F)(F)I, FC(F)(F)C(F)(F)C(F)(I)I. Yields the product CC(=O)Oc1ccc(C(F)(F)C(F)(F)C(F)(F)I)cc1. As a reaction SMILES: [C:1]([CH3:2])(=[O:3])[O:4][c:5]1[cH:6][cH:7][c:8]([I:11])[cH:9][cH:10]1.[CH3:34][C:35](=[O:36])[O-:37].[CH3:38][S:39](=[O:40])[CH3:41].[Cu:42].[I:12][C:13]([C:14]([C:15]([I:16])([F:17])[F:18])([F:19])[F:20])([F:21])[F:22].[I:23][C:24]([I:25])([F:26])[C:27]([F:28])([F:29])[C:30]([F:31])([F:32])[F:33]>>[C:1]([CH3:2])(=[O:3])[O:4][c:5]1[cH:6][cH:7][c:8]([C:15]([C:14]([C:13]([I:12])([F:21])[F:22])([F:19])[F:20])([F:17])[F:18])[cH:9][cH:10]1. Reactants: ClC1=C(COC1=O)N1C(C2(CC1)CCN(CC2)C(=O)OC(C)(C)C)=O (tert-butyl 2-(4-chloro-5-oxo-2,5-dihydrofuran-3-yl)-1-oxo-2,8-diazaspiro[4.5]decane-8-carboxylate), FC(C(=O)O)(F)F (trifluoroacetic acid). The solvent is C(Cl)Cl (methylene chloride). Reaction conditions: time 1 hour. Yields the product ClC1=C(COC1=O)N1C(C2(CC1)CCNCC2)=O (2-(4-chloro-5-oxo-2,5-dihydrofuran-3-yl)-2,8-diazaspiro[4.5]decan-1-one). RXN SMILES: [Cl:1][C:2]1[C:6](=[O:7])[O:5][CH2:4][C:3]=1[N:8]1[CH2:12][CH2:11][C:10]2([CH2:17][CH2:16][N:15](C(OC(C)(C)C)=O)[CH2:14][CH2:13]2)[C:9]1=[O:25].FC(F)(F)C(O)=O>C(Cl)Cl>[Cl:1][C:2]1[C:6](=[O:7])[O:5][CH2:4][C:3]=1[N:8]1[CH2:12][CH2:11][C:10]2([CH2:13][CH2:14][NH:15][CH2:16][CH2:17]2)[C:9]1=[O:25]. Procedure: To a solution of tert-butyl 2-(4-chloro-5-oxo-2,5-dihydrofuran-3-yl)-1-oxo-2,8-diazaspiro[4.5]decane-8-carboxylate (2.26 g, 6.09 mmol) in methylene chloride (10 mL) was added trifluoroacetic acid (9.39 mL, 122 mmol) and the resulting solution was stirred at rt for 1 h. After removing the volatiles, the residue was partitioned between methylene chloride (100 mL) and 1N sodium hydroxide (100 mL). The alkaline phase was extracted with methylene chloride (2×100 mL). The combined organic phase was dr... Starting materials: [H-].[Na+] (sodium hydride), C1CCOC1 (THF), ice water, O=C1CCC(CC1)C1=CC=C(C=N1)NC(OCC1=CC=CC=C1)=O (benzyl [6-(4-oxocyclohexyl)pyridin-3-yl]carbamate), C1CCOC1 (THF), O (Water), CC(C)(C(=O)[O-])P(=O)(O)OC (trimethylphosphonoaceate). Product: C(C1=CC=CC=C1)OC(=O)NC=1C=CC(=NC1)C1CCC(CC1)=CC(=O)OC (Methyl [4-(5-{[(benzyloxy)carbonyl]amino}pyridin-2-yl)cyclohexylidene]acetate). The yield is 66.7%. As a reaction SMILES: [H-].[Na+].C[C:4](P(OC)(O)=O)([C:6]([O-:8])=[O:7])[CH3:5].O=C1[CH2:20][CH2:19][CH:18]([C:21]2[N:26]=[CH:25][C:24]([NH:27][C:28](=[O:37])[O:29][CH2:30][C:31]3[CH:36]=[CH:35][CH:34]=[CH:33][CH:32]=3)=[CH:23][CH:22]=2)[CH2:17][CH2:16]1.O.[CH2:39]1COCC1>>[CH2:30]([O:29][C:28]([NH:27][C:24]1[CH:23]=[CH:22][C:21]([CH:18]2[CH2:19][CH2:20][C:5](=[CH:4][C:6]([O:8][CH3:39])=[O:7])[CH2:16][CH2:17]2)=[N:26][CH:25]=1)=[O:37])[C:31]1[CH:32]=[CH:33][CH:34]=[CH:35][CH:36]=1 |f:0.1|. Procedure: To an ice water cooled suspension of a 60% mineral oil dispersion of sodium hydride (585 mg, 24.35 mmol) in anhydrous THF (60 mL) was added trimethylphosphonoaceate (3.1 mL, 18.73 mmol). After 10 minutes a solution of benzyl [6-(4-oxocyclohexyl)pyridin-3-yl]carbamate, prepared as above, (4.05 g, 12.49 mmol) in THF (40 mL) was added and the reaction mixture allowed to warm to ambient temperature over the weekend. Water (100 mL) was added and the volatile material was removed under reduced pressur... Starting materials: COC(=O)C1NCCC1O, Cc1c(Cl)cccc1S(=O)(=O)Cl, Cl, O, c1ccncc1. Product: COC(=O)C1C(O)CCN1S(=O)(=O)c1cccc(Cl)c1C. Reaction SMILES: [CH3:13][O:14][C:15]([CH:16]1[NH:17][CH2:18][CH2:19][CH:20]1[OH:21])=[O:22].[Cl:1][c:2]1[c:3]([CH3:12])[c:4]([S:8](=[O:9])(=[O:10])[Cl:11])[cH:5][cH:6][cH:7]1.[ClH:23].[OH2:30].[cH:24]1[cH:25][cH:26][n:27][cH:28][cH:29]1>>[Cl:1][c:2]1[c:3]([CH3:12])[c:4]([S:8](=[O:9])(=[O:10])[N:17]2[CH:16]([C:15]([O:14][CH3:13])=[O:22])[CH:20]([OH:21])[CH2:19][CH2:18]2)[cH:5][cH:6][cH:7]1.